This data is from the Open Reaction Database (ORD), a public repository of structured organic reaction records. The task is: describe an organic reaction: reactants, conditions, products, and yield Reactants: COC(=O)c1nc(C(F)(F)F)n2c1C(C)N(C(=O)CC(Cc1cc(F)c(F)cc1F)NC(=O)OC(C)(C)C)CC2, CCOC(C)=O, Cl. The product is COC(=O)c1nc(C(F)(F)F)n2c1C(C)N(C(=O)CC(N)Cc1cc(F)c(F)cc1F)CC2, Cl. Reaction SMILES: [CH3:1][O:2][C:3](=[O:4])[c:5]1[n:6][c:7]([C:37]([F:38])([F:39])[F:40])[n:8]2[c:9]1[CH:10]([CH3:36])[N:11]([C:14]([CH2:15][CH:16]([CH2:17][c:18]1[c:19]([F:26])[cH:20][c:21]([F:25])[c:22]([F:24])[cH:23]1)[NH:27][C:28]([O:29][C:30]([CH3:31])([CH3:32])[CH3:33])=[O:34])=[O:35])[CH2:12][CH2:13]2.[CH3:42][CH2:43][O:44][C:45](=[O:46])[CH3:47].[ClH:41]>>[CH3:1][O:2][C:3](=[O:4])[c:5]1[n:6][c:7]([C:37]([F:38])([F:39])[F:40])[n:8]2[c:9]1[CH:10]([CH3:36])[N:11]([C:14]([CH2:15][CH:16]([CH2:17][c:18]1[c:19]([F:26])[cH:20][c:21]([F:25])[c:22]([F:24])[cH:23]1)[NH2:27])=[O:35])[CH2:12][CH2:13]2.[ClH:41]. The reactants are Cc1ccc(Sc2ccccn2)c(N)c1, Cc1ccc2c(Cl)ccnc2n1. The product is Cc1ccc(Sc2ccccn2)c(Nc2ccnc3nc(C)ccc23)c1. Reaction SMILES: [CH3:1][c:2]1[cH:3][cH:4][c:5]([S:9][c:10]2[n:11][cH:12][cH:13][cH:14][cH:15]2)[c:6]([NH2:8])[cH:7]1.[Cl:16][c:17]1[c:18]2[cH:19][cH:20][c:21]([CH3:27])[n:22][c:23]2[n:24][cH:25][cH:26]1>>[CH3:1][c:2]1[cH:3][cH:4][c:5]([S:9][c:10]2[n:11][cH:12][cH:13][cH:14][cH:15]2)[c:6]([NH:8][c:17]2[c:18]3[cH:19][cH:20][c:21]([CH3:27])[n:22][c:23]3[n:24][cH:25][cH:26]2)[cH:7]1. Starting materials: C=C(C)c1ccc(C(F)(F)F)nc1, Cn1ccnc1, Cc1ccccc1, CCOC(=O)C=[N+]=[N-]. The product is CCOC(=O)C1CC1(C)c1ccc(C(F)(F)F)nc1. RXN SMILES: [C:1](=[CH2:2])([CH3:3])[c:4]1[cH:5][cH:6][c:7]([C:10]([F:11])([F:12])[F:13])[n:8][cH:9]1.[CH3:14][n:15]1[cH:16][n:17][cH:18][cH:19]1.[CH3:28][c:29]1[cH:30][cH:31][cH:32][cH:33][cH:34]1.[N+:20](=[N-:21])=[CH:22][C:23](=[O:24])[O:25][CH2:26][CH3:27]>>[C:1]1([CH3:3])([c:4]2[cH:5][cH:6][c:7]([C:10]([F:11])([F:12])[F:13])[n:8][cH:9]2)[CH2:2][CH:22]1[C:23](=[O:24])[O:25][CH2:26][CH3:27].